Dataset: the Open Reaction Database (ORD), a public repository of structured organic reaction records. Task: describe an organic reaction: reactants, conditions, products, and yield Reactants: C(C)N(C(=O)C1=C(C=CC(=C1)C=1C=NN(C1)CCCO)NC1=NC(=NC=C1C(F)(F)F)NC1=C(C=C(CP(OCC)(O)=O)C=C1)OC)CC (Ethyl hydrogen (4-{[4-({2-(diethylcarbamoyl)-4-[1-(3-hydroxypropyl)-1H-pyrazol-4-yl]phenyl}amino)-5-(trifluoromethyl)pyrimidin-2-yl]amino}-3-methoxybenzyl)phosphonate), OCCCCN1N=CC(=C1)C1=CC=C(C(=N1)C(NC)=O)NC1=NC(=NC=C1C(F)(F)F)NC1=C(C=C(CP(OCC)(OCC)=O)C=C1)OC (diethyl (4-{[4-({6-[1-(4-hydroxybutyl)-1H-pyrazol-4-yl]-2-(methylcarbamoyl)pyridin-3-yl}amino)-5-(trifluoromethyl)pyrimidin-2-yl]amino}-3-methoxybenzyl)phosphonate), OCCCCN1N=CC(=C1)C1=CC=C(C(=N1)C(NC)=O)NC1=NC(=NC=C1C(F)(F)F)NC1=C(C=C(CP(OCC)(OCC)=O)C=C1)OC (diethyl (4-{[4-({6-[1-(4-hydroxybutyl)-1H-pyrazol-4-yl]-2-(methylcarbamoyl)pyridin-3-yl}amino)-5-(trifluoromethyl)pyrimidin-2-yl]amino}-3-methoxybenzyl)phosphonate). The product is OCCCCN1N=CC(=C1)C1=CC=C(C(=N1)C(NC)=O)NC1=NC(=NC=C1C(F)(F)F)NC1=C(C=C(CP(OCC)(O)=O)C=C1)OC (Ethyl hydrogen (4-{[4-({6-[1-(4-hydroxybutyl)-1H-pyrazol-4-yl]-2-(methylcarbamoyl)pyridin-3-yl}amino)-5-(trifluoromethyl)pyrimidin-2-yl]amino}-3-methoxybenzyl)phosphonate). The yield is 103.2%. Reaction SMILES: C(N(CC)C(C1C=C(C2C=NN(CCCO)C=2)C=CC=1NC1C(C(F)(F)F)=CN=C(NC2C=CC(CP(=O)(O)OCC)=CC=2OC)N=1)=O)C.[OH:50][CH2:51][CH2:52][CH2:53][CH2:54][N:55]1[CH:59]=[C:58]([C:60]2[N:65]=[C:64]([C:66](=[O:69])[NH:67][CH3:68])[C:63]([NH:70][C:71]3[C:76]([C:77]([F:80])([F:79])[F:78])=[CH:75][N:74]=[C:73]([NH:81][C:82]4[CH:96]=[CH:95][C:85]([CH2:86][P:87](=[O:94])([O:91]CC)[O:88][CH2:89][CH3:90])=[CH:84][C:83]=4[O:97][CH3:98])[N:72]=3)=[CH:62][CH:61]=2)[CH:57]=[N:56]1>>[OH:50][CH2:51][CH2:52][CH2:53][CH2:54][N:55]1[CH:59]=[C:58]([C:60]2[N:65]=[C:64]([C:66](=[O:69])[NH:67][CH3:68])[C:63]([NH:70][C:71]3[C:76]([C:77]([F:80])([F:78])[F:79])=[CH:75][N:74]=[C:73]([NH:81][C:82]4[CH:96]=[CH:95][C:85]([CH2:86][P:87](=[O:91])([OH:94])[O:88][CH2:89][CH3:90])=[CH:84][C:83]=4[O:97][CH3:98])[N:72]=3)=[CH:62][CH:61]=2)[CH:57]=[N:56]1. Procedure: Prepared analogously to Compound 3A using diethyl (4-{[4-({6-[1-(4-hydroxybutyl)-1H-pyrazol-4-yl]-2-(methylcarbamoyl)pyridin-3-yl}amino)-5-(trifluoromethyl)pyrimidin-2-yl]amino}-3-methoxybenzyl)phosphonate (Compound 15B, 95 mg, 0.13 mmol) to afford 91 mg of the title compound (99%). 1H NMR (400 MHz, CD3OD) δ 8.96 (d, J=6.1 Hz, 1H), 8.50 (s, 1H), 8.29 (s, 1H), 8.20 (s, 1H), 7.69 (d, J=9.1 Hz, 2H), 7.10 (s, 1H), 6.93 (dd, J=2.0, 8.1 Hz, 1H), 4.24 (t, J=6.9 Hz, 2H), 3.83-3.91 (m, 5H), 3.60 (t, J=6.... Starting materials: CCCCSCCCC, COc1ccc(I)cc1. The product is CCCCSc1ccc(OC)cc1. As a reaction SMILES: [CH2:10]([CH2:11][CH2:12][CH3:13])[S:14][CH2:15][CH2:16][CH2:17][CH3:18].[CH3:1][O:2][c:3]1[cH:4][cH:5][c:6]([I:9])[cH:7][cH:8]1>>[CH3:1][O:2][c:3]1[cH:4][cH:5][c:6]([S:14][CH2:10][CH2:11][CH2:12][CH3:13])[cH:7][cH:8]1. Reactants: C12C(C3CC(CC(C1)C3)C2)NC(=O)C2=CC=CC(=N2)N2CCN(CC2)CCC(=O)OC (Methyl 3-(4-(6-(adamantan-2-ylcarbamoyl)pyridin-2-yl)piperazin-1-yl)propanoate), Cl (HCl). The solvent is CO (MeOH). The product is C12C(C3CC(CC(C1)C3)C2)NC(=O)C2=CC=CC(=N2)N2CCN(CC2)CCC(=O)O (3-(4-(6-(adamantan-2-ylcarbamoyl)pyridin-2-yl)piperazin-1-yl)propanoic acid). Isolated yield 64.8%. RXN SMILES: [CH:1]12[CH2:10][CH:5]3[CH2:6][CH:7]([CH2:9][CH:3]([CH2:4]3)[CH:2]1[NH:11][C:12]([C:14]1[N:19]=[C:18]([N:20]3[CH2:25][CH2:24][N:23]([CH2:26][CH2:27][C:28]([O:30]C)=[O:29])[CH2:22][CH2:21]3)[CH:17]=[CH:16][CH:15]=1)=[O:13])[CH2:8]2.Cl>CO>[CH:1]12[CH2:10][CH:5]3[CH2:6][CH:7]([CH2:9][CH:3]([CH2:4]3)[CH:2]1[NH:11][C:12]([C:14]1[N:19]=[C:18]([N:20]3[CH2:25][CH2:24][N:23]([CH2:26][CH2:27][C:28]([OH:30])=[O:29])[CH2:22][CH2:21]3)[CH:17]=[CH:16][CH:15]=1)=[O:13])[CH2:8]2. Procedure details: Methyl 3-(4-(6-(adamantan-2-ylcarbamoyl)pyridin-2-yl)piperazin-1-yl)propanoate (43 mg, 0.101 mmol) was added into 4N aqueous HCl solution (2 ml), and heated at reflux for 2 hours. The resulting reaction liquid was concentrated under reduced pressure, and then neutralized by slow addition of a saturated aqueous NaHCO3 solution, followed by extraction with a mixture solution (10 ml×2) of THF:MC=4:1. The organic layer was dried over anhydrous magnesium sulfate, followed by filtration and concentrat... Reagents/catalysts: CN(C1=CC=NC=C1)C (4-dimethylaminopyridine). Run in O (water), N1=CC=CC=C1 (pyridine), O (water). Reactants: COC1=C(C(=NC=C1C)CS(=O)C1=NC2=C(N1CO)C=CC=C2)C ([2[[(4-methoxy-3,5-dimethyl-2-pyridinyl)methyl]sulfinyl]-1H-benzimidazol-1-yl]methanol), N,N-dicyclohexylcarbodiimide, Cl.C(C)N(CC(=O)O)CC (N,N-diethylglycine hydrochloride), [OH-].[Na+] (NaOH). RXN SMILES: [CH3:1][O:2][C:3]1[C:8]([CH3:9])=[CH:7][N:6]=[C:5]([CH2:10][S:11]([C:13]2[N:17]([CH2:18][OH:19])[C:16]3[CH:20]=[CH:21][CH:22]=[CH:23][C:15]=3[N:14]=2)=[O:12])[C:4]=1[CH3:24].Cl.[CH2:26]([N:28]([CH2:33][CH3:34])[CH2:29][C:30](O)=[O:31])[CH3:27].[OH-].[Na+]>CN(C)C1C=CN=CC=1.N1C=CC=CC=1.O>[CH2:26]([N:28]([CH2:33][CH3:34])[CH2:29][C:30]([O:19][CH2:18][N:17]1[C:16]2[CH:20]=[CH:21][CH:22]=[CH:23][C:15]=2[N:14]=[C:13]1[S:11]([CH2:10][C:5]1[C:4]([CH3:24])=[C:3]([O:2][CH3:1])[C:8]([CH3:9])=[CH:7][N:6]=1)=[O:12])=[O:31])[CH3:27] |f:1.2,3.4|. Procedure: A mixture of [2[[(4-methoxy-3,5-dimethyl-2-pyridinyl)methyl]sulfinyl]-1H-benzimidazol-1-yl]methanol (3.5 g 0.010 mol), N,N-dicyclohexylcarbodiimide (2.1 g 0.010 mol), N,N-diethylglycine hydrochloride (1.7 g 0.010 mol) and 4-dimethylaminopyridine (1.3 g 0.011 mol) in pyridine (75 ml) was stirred at room temperature for 39 h. N,N-dicyclohexyl urea which had precipitated was removed by filtration. The filtrate was evaporated, the residue was dissolved in dichloromethane. The dichloromethanesolution... Product: C(C)N(CC(=O)OCN1C(=NC2=C1C=CC=C2)S(=O)CC2=NC=C(C(=C2C)OC)C)CC (N,N-diethylglycine, [2[[(4-methoxy-3,5-dimethyl-2-pyridinyl)methyl]sulfinyl]-1H-benzimidazol-1-yl]methyl ester). Run at time 39 hour. Reactants: S(O)(O)(=O)=O (sulfuric acid), [Br-].[Na+] (sodium bromide), Br(=O)(=O)[O-].[Na+] (sodium bromate), COC1=CC=CC(=N1)C1=C(SC2=C1N=C(N=C2)SC)C(=O)OC (methyl 7-(6-methoxypyridin-2-yl)-2-(methylsulfanyl)thieno[3,2-d]pyrimidine-6-carboxylate). Run in O (water). Procedure details: 24 mg of sodium bromide and 18 mg of sodium bromate are added, with stirring, to a suspension of 55 mg of methyl 7-(6-methoxypyridin-2-yl)-2-(methylsulfanyl)thieno[3,2-d]pyrimidine-6-carboxylate, prepared by analogy to the method described in example 5, (at 50%) in 2 ml of water, and then 6.5 μl of concentrated sulfuric acid are slowly added. The yellow suspension rapidly turns orange. After 2 h 30 minutes of stirring at ambient temperature, the yellow suspension is filtered through a number 4 s... As a reaction SMILES: [Br-].[Na+].Br([O-])(=O)=O.[Na+].[CH3:8][O:9][C:10]1[N:15]=[C:14]([C:16]2[C:20]3[N:21]=[C:22]([S:25][CH3:26])[N:23]=[CH:24][C:19]=3[S:18][C:17]=2[C:27]([O:29][CH3:30])=[O:28])[CH:13]=[CH:12][CH:11]=1.S(=O)(=O)(O)[OH:32]>O>[CH3:8][O:9][C:10]1[N:15]=[C:14]([C:16]2[C:20]3[N:21]=[C:22]([S:25]([CH3:26])=[O:32])[N:23]=[CH:24][C:19]=3[S:18][C:17]=2[C:27]([O:29][CH3:30])=[O:28])[CH:13]=[CH:12][CH:11]=1 |f:0.1,2.3|. The product is COC1=CC=CC(=N1)C1=C(SC2=C1N=C(N=C2)S(=O)C)C(=O)OC (methyl 7-(6-methoxypyridin-2-yl)-2-(methylsulfinyl)thieno[3,2-d]pyrimidine-6-carboxylate). Run at time 30 minute.